Dataset: the Open Reaction Database (ORD), a public repository of structured organic reaction records. Task: describe an organic reaction: reactants, conditions, products, and yield Reaction SMILES: [CH3:19][c:20]1[cH:21][cH:22][c:23]([C:27]2=[CH:32][CH2:31][CH2:30][NH:29][CH2:28]2)[n:24][c:25]1[CH3:26].[CH3:42][C:43]#[N:44].[Cl+3:36]([O-:37])([O-:38])([O-:39])[O-:40].[F:1][c:2]1[c:3]([C:9]2([CH2:13][n:14]3[n:15][cH:16][n:17][cH:18]3)[O:10][CH:11]2[CH3:12])[cH:4][cH:5][c:6]([F:8])[cH:7]1.[Li+:41].[OH2:33].[OH2:34].[OH2:35]>>[F:1][c:2]1[c:3]([C:9]([OH:10])([CH:11]([CH3:12])[N:29]2[CH2:28][C:27]([c:23]3[cH:22][cH:21][c:20]([CH3:19])[c:25]([CH3:26])[n:24]3)=[CH:32][CH2:31][CH2:30]2)[CH2:13][n:14]2[n:15][cH:16][n:17][cH:18]2)[cH:4][cH:5][c:6]([F:8])[cH:7]1. The product is Cc1ccc(C2=CCCN(C(C)C(O)(Cn3cncn3)c3ccc(F)cc3F)C2)nc1C. Starting materials: Cc1ccc(C2=CCCNC2)nc1C, CC#N, [O-][Cl+3]([O-])([O-])[O-], CC1OC1(Cn1cncn1)c1ccc(F)cc1F, [Li+], O, O, O. Starting materials: CSCc1cn(C)c2cc(C(F)(F)F)ccc2c1=O, CCOC(C)=O, ClCCl, O=C(OO)c1cccc(Cl)c1. Yields the product Cn1cc(CS(C)=O)c(=O)c2ccc(C(F)(F)F)cc21. Reaction SMILES: [CH3:1][n:2]1[cH:3][c:4]([CH2:17][S:18][CH3:19])[c:5](=[O:16])[c:6]2[cH:7][cH:8][c:9]([C:12]([F:13])([F:14])[F:15])[cH:10][c:11]12.[CH3:31][CH2:32][O:33][C:34](=[O:35])[CH3:36].[Cl:37][CH2:38][Cl:39].[OH:20][O:21][C:22]([c:23]1[cH:24][c:25]([Cl:26])[cH:27][cH:28][cH:29]1)=[O:30]>>[CH3:1][n:2]1[cH:3][c:4]([CH2:17][S:18]([CH3:19])=[O:20])[c:5](=[O:16])[c:6]2[cH:7][cH:8][c:9]([C:12]([F:13])([F:14])[F:15])[cH:10][c:11]12. The reactants are FC1=CC=C(C=C1)S(=O)(=O)Cl (4-fluorobenzenesulfonyl chloride), Cl.CNC (dimethylamine hydrochloric acid salt). The reagents and catalysts are CN(C1=CC=NC=C1)C (4-dimethylaminopyridine). Solvent: O1CCCC1 (tetrahydrofuran), O1CCCC1 (tetrahydrofuran). Conditions: time 8 hour. Yields the product FC1=CC=C(C=C1)S(=O)(=O)N(C)C (4-fluoro-N,N-dimethyl-benzenesulfonamide). Yield: 50.2%. As a reaction SMILES: [F:1][C:2]1[CH:7]=[CH:6][C:5]([S:8](Cl)(=[O:10])=[O:9])=[CH:4][CH:3]=1.Cl.[CH3:13][NH:14][CH3:15]>O1CCCC1.CN(C)C1C=CN=CC=1>[F:1][C:2]1[CH:7]=[CH:6][C:5]([S:8]([N:14]([CH3:15])[CH3:13])(=[O:10])=[O:9])=[CH:4][CH:3]=1 |f:1.2|. Procedure details: A solution of 4-fluorobenzenesulfonyl chloride (1.95 g, 10 mmol) and dimethylamine hydrochloric acid salt (978 mg, 12 mmol) in tetrahydrofuran (10 mL) was added to a solution of 4-dimethylaminopyridine (3.05 g, 25 mmol) in tetrahydrofuran (10 mL) dropwise at room temperature. The resulting mixture was stirred at room temperature overnight and concentrated in vacuo. The residue was purified by flash column (elution with 20% ethyl acetate in petroleum ether) to afford 4-fluoro-N,N-dimethyl-benzene...